This data is from the Open Reaction Database (ORD), a public repository of structured organic reaction records. The task is: describe an organic reaction: reactants, conditions, products, and yield The reactants are [BH4-].[Na+] (NaBH4), [Cl-].[Cl-].[Ca+2] (CaCl2), C(C)OC(=O)C1=NC(=CC(=C1)N1CCNCC1)C(=O)OCC (Diethyl-4-piperazinyl-2,6-pyridinedicarboxylate). Run in [Cl-].[Na+].O (Brine), C1CCOC1 (THF). The product is N1(CCNCC1)C1=CC(=NC(=C1)CO)CO (4-piperazinyl-2,6-bis-hydroxymethyl pyridine). Reaction SMILES: C([O:3][C:4]([C:6]1[CH:11]=[C:10]([N:12]2[CH2:17][CH2:16][NH:15][CH2:14][CH2:13]2)[CH:9]=[C:8]([C:18](OCC)=[O:19])[N:7]=1)=O)C.[BH4-].[Na+].[Cl-].[Cl-].[Ca+2]>C1COCC1.[Cl-].[Na+].O>[N:12]1([C:10]2[CH:11]=[C:6]([CH2:4][OH:3])[N:7]=[C:8]([CH2:18][OH:19])[CH:9]=2)[CH2:17][CH2:16][NH:15][CH2:14][CH2:13]1 |f:1.2,3.4.5,7.8.9|. Reported procedure: Diethyl-4-piperazinyl-2,6-pyridinedicarboxylate is dissolved in THF and treated with NaBH4 and CaCl2. Brine is added and the organic phase is separated. The organic phase is washed with brine, dried (Na2SO4) and the solvent is evaporated. The residue is purified by flash chromatography on a silica gel column to give the title compound. Reactants: COC(C(=O)O)(C)C (2-methoxy-2-methyl-propionic acid), C1CCC(CC1)N=C=NC2CCCCC2 (DCC), CONC (O,N-Dimethyl-hydroxylamine), TEA. The reagents and catalysts are CN(C)C=1C=CN=CC1 (DMAP). Run in ClCCl (dichloromethane). Reaction conditions: time 16 hour. Product: COC(C(=O)N(C)OC)(C)C (2,N-dimethoxy-2,N-dimethyl-propionamide). Yield: 14.7%. Reaction SMILES: [CH3:1][O:2][C:3]([CH3:8])([CH3:7])[C:4]([OH:6])=O.C1CCC(N=C=NC2CCCCC2)CC1.[CH3:24][O:25][NH:26][CH3:27]>ClCCl.CN(C1C=CN=CC=1)C>[CH3:1][O:2][C:3]([CH3:8])([CH3:7])[C:4]([N:26]([O:25][CH3:24])[CH3:27])=[O:6]. Procedure details: A solution of 2-methoxy-2-methyl-propionic acid (1.0 g, 8.46 mmol) in anhydrous dichloromethane (10 ml) was slowly treated with DCC (1M in DCM, 10.16 ml, 10.16 mmol), O,N-Dimethyl-hydroxylamine (991 mg, 10.16 mmol), DMAP (103 mg, 0.843 mmol), and TEA (1.42 ml, 10.16 mmol). The reaction mixture was allowed to stir at room temperature for 16 hours. The reaction mixture was partitioned between DCM/1N HCl. The organic layers were collected, dried over MgSO4, filtered, and concentrated. The crude pro... Reactants: C(#N)C1=CC=C(C=C1)B(O)O (4-cyano-phenylboronic acid), COC(C1=CC(=CC=C1)CN(C1=C(C=CC=C1)I)C(C#CC(C)(C)C)=O)=O (3-{[(4,4-dimethyl-pent-2-ynoyl)-(2-iodo-phenyl)-amino]-methyl}-benzoic acid methyl ester). Yields the product COC(C1=CC(=CC=C1)CN1C(/C(/C2=CC=CC=C12)=C(\C(C)(C)C)/C1=CC=C(C=C1)C#N)=O)=O (3-{3-[1-(4-Cyano-phenyl)-2,2-dimethyl-prop-(E)-ylidene]-2-oxo-2,3-dihydro-indol-1-ylmethyl}-benzoic acid methyl ester). As a reaction SMILES: [C:1]([C:3]1[CH:8]=[CH:7][C:6](B(O)O)=[CH:5][CH:4]=1)#[N:2].[CH3:12][O:13][C:14](=[O:38])[C:15]1[CH:20]=[CH:19][CH:18]=[C:17]([CH2:21][N:22]([C:30](=[O:37])[C:31]#[C:32][C:33]([CH3:36])([CH3:35])[CH3:34])[C:23]2[CH:28]=[CH:27][CH:26]=[CH:25][C:24]=2I)[CH:16]=1>>[CH3:12][O:13][C:14](=[O:38])[C:15]1[CH:20]=[CH:19][CH:18]=[C:17]([CH2:21][N:22]2[C:23]3[C:28](=[CH:27][CH:26]=[CH:25][CH:24]=3)/[C:31](=[C:32](\[C:6]3[CH:7]=[CH:8][C:3]([C:1]#[N:2])=[CH:4][CH:5]=3)/[C:33]([CH3:36])([CH3:35])[CH3:34])/[C:30]2=[O:37])[CH:16]=1. Reported procedure: The title compound was prepared in analogy to Example 84 starting from 4-cyano-phenylboronic acid (commercially available) and 3-{[(4,4-dimethyl-pent-2-ynoyl)-(2-iodo-phenyl)-amino]-methyl}-benzoic acid methyl ester. 1H NMR (400 MHz, DMSO-d6) δppm 1.35 (s, 9H) 3.84 (s, 3H) 5.07 (s, 2H) 5.19 (d, J=7.83 Hz, 1H) 6.56 (t, J=7.71 Hz, 1H) 6.88 (d, J=7.83 Hz, 1H) 7.06 (t, J=7.71 Hz, 1H) 7.42 (d, J=8.08 Hz, 2H) 7.50 (t, J=7.71 Hz, 1H) 7.59 (d, J=7.58 Hz, 1H) 7.87 (d, J=7.58 Hz, 1H) 7.95-8.05 (m, 3H). Reactants: COC1=CC=C2C=CC=C(C2=C1)CCN1C(C2=CC=CC=C2C1=O)=O (2-[2-(7-Methoxy-1-naphthyl)ethyl]-1H-isoindole-1,3(2H)-dione), [BH4-].[Na+] (NaBH4), C(C)(=O)O (Acetic acid). The solvent is CC(C)O.O (2-propanol water). The product is COC1=CC=C2C=CC=C(C2=C1)CCN (2-(7-Methoxy-1-naphthyl)ethanamine). RXN SMILES: [CH3:1][O:2][C:3]1[CH:12]=[C:11]2[C:6]([CH:7]=[CH:8][CH:9]=[C:10]2[CH2:13][CH2:14][N:15]2C(=O)C3C(=CC=CC=3)C2=O)=[CH:5][CH:4]=1.[BH4-].[Na+].C(O)(=O)C>CC(O)C.O>[CH3:1][O:2][C:3]1[CH:12]=[C:11]2[C:6]([CH:7]=[CH:8][CH:9]=[C:10]2[CH2:13][CH2:14][NH2:15])=[CH:5][CH:4]=1 |f:1.2,4.5|. Reported procedure: In a reactor, 1 g of the compound obtained in Step C and 5 eq. of NaBH4 are introduced into a 2-propanol/water 6/1 mixture, and the mixture is stirred at ambient temperature. Acetic acid (0.2 eq.) is then added and the reaction mixture is heated at 80° C. for 8 hours. After evaporating off the solvents and co-evaporation of water with toluene, the crude residue obtained is used directly in the acetylation reaction without further purification. Reactants: C1(=CC=CC=C1)C(=C1CCNCC1)C1=CC=CC=C1 (4-(diphenylmethylidene)piperidine), C(C=C)(=O)OCC(C)C (isobutyl acrylate). The solvent is C(C)O (ethanol). The product is C1(=CC=CC=C1)C(=C1CCN(CC1)CCC(=O)OCC(C)C)C1=CC=CC=C1 (Isobutyl 3-[4-(diphenylmethylidene)piperidin-1-yl]propanoate). The yield is 87.7%. Reaction SMILES: [C:1]1([C:7]([C:14]2[CH:19]=[CH:18][CH:17]=[CH:16][CH:15]=2)=[C:8]2[CH2:13][CH2:12][NH:11][CH2:10][CH2:9]2)[CH:6]=[CH:5][CH:4]=[CH:3][CH:2]=1.[C:20]([O:24][CH2:25][CH:26]([CH3:28])[CH3:27])(=[O:23])[CH:21]=[CH2:22]>C(O)C>[C:1]1([C:7]([C:14]2[CH:19]=[CH:18][CH:17]=[CH:16][CH:15]=2)=[C:8]2[CH2:9][CH2:10][N:11]([CH2:22][CH2:21][C:20]([O:24][CH2:25][CH:26]([CH3:28])[CH3:27])=[O:23])[CH2:12][CH2:13]2)[CH:2]=[CH:3][CH:4]=[CH:5][CH:6]=1. Procedure: A solution of 20 (0.782 g, 3.14 mmol), isobutyl acrylate (0.56 mL, 3.89 mmol) and ethanol (5 mL) was shaken at 75° C. for 2 h, then evaporated to dryness to give 1.04 g of 11e as a viscous yellow oil that was used without further purification. The structure was confirmed by 1H NMR. (Propanoate esters 11b, 11c, and 11f were similarly prepared (see synthesis of cyclopentyl acrylate in the Scheme 6). Isopropyl 3-[4-(diphenylmethylidene)piperidin-1-yl]propanoate (11d). Sodium hydride (60% dispersion...